describe an organic reaction: reactants, conditions, products, and yield From a dataset of the Open Reaction Database (ORD), a public repository of structured organic reaction records. Starting materials: N1C=C(C2=CC=CC=C12)CCO (2-(1H-indol-3-yl)-ethanol), CN1CCOCC1 (N-methyl morpholine), ClC(=O)OC1=CC=C(C=C1)[N+](=O)[O-] (p-nitrophenyl chloroformate). Solvent: O (Water). Run at time 24 hour. The product is [N+](=O)([O-])C1=CC=C(C=C1)OC(OCCC1=CNC2=CC=CC=C12)=O (Carbonic Acid 2-(1H-indol-3-yl)-ethyl Ester 4-nitro-phenyl Ester). Isolated yield 31.9%. Reaction SMILES: [NH:1]1[C:9]2[C:4](=[CH:5][CH:6]=[CH:7][CH:8]=2)[C:3]([CH2:10][CH2:11][OH:12])=[CH:2]1.CN1CCOCC1.Cl[C:21]([O:23][C:24]1[CH:29]=[CH:28][C:27]([N+:30]([O-:32])=[O:31])=[CH:26][CH:25]=1)=[O:22]>O>[N+:30]([C:27]1[CH:26]=[CH:25][C:24]([O:23][C:21](=[O:22])[O:12][CH2:11][CH2:10][C:3]2[C:4]3[C:9](=[CH:8][CH:7]=[CH:6][CH:5]=3)[NH:1][CH:2]=2)=[CH:29][CH:28]=1)([O-:32])=[O:31]. Procedure: To a solution of 2-(1H-indol-3-yl)-ethanol (1600 mg, 9.92 mmol), in N-methyl morpholine (2000 m g, 19.84 mmol), was added p-nitrophenyl chloroformate (4000 mg, 19.84 mmol), and the mixture was stirred for 24 hours at room temperature. Water was added and the mixture extracted with dichloromethane. Evaporation of the solvent gave a residue which was purified by silica gel column chromatography using a mixture of DCM/Hx (3:1) as eluent to produce 1034 mg (32%) of the title compound as a yellow sol... Reactants: Cc1nc(Oc2ccccc2)c2nc(C)n(CCOCCCc3cccnc3)c2c1C, CC(=O)[O-], CCOC(C)=O, [NH4+]. The product is Cc1nc(N)c2nc(C)n(CCOCCCc3cccnc3)c2c1C. RXN SMILES: [CH3:1][c:2]1[n:3]([CH2:20][CH2:21][O:22][CH2:23][CH2:24][CH2:25][c:26]2[cH:27][n:28][cH:29][cH:30][cH:31]2)[c:4]2[c:5]([c:6]([O:12][c:13]3[cH:14][cH:15][cH:16][cH:17][cH:18]3)[n:7][c:8]([CH3:11])[c:9]2[CH3:10])[n:19]1.[CH3:33][C:34](=[O:35])[O-:36].[CH3:37][CH2:38][O:39][C:40](=[O:41])[CH3:42].[NH4+:32]>>[CH3:1][c:2]1[n:3]([CH2:20][CH2:21][O:22][CH2:23][CH2:24][CH2:25][c:26]2[cH:27][n:28][cH:29][cH:30][cH:31]2)[c:4]2[c:5]([c:6]([NH2:32])[n:7][c:8]([CH3:11])[c:9]2[CH3:10])[n:19]1. Starting materials: COC1=NC=C(C2=C(C=CC=C12)C)C(=O)O (1-methoxy-5-methylisoquinolin-4-carboxylic acid), O (water). Solvent: Br (HBr). Product: OC1=NC=C(C2=C(C=CC=C12)C)C(=O)O (1-Hydroxy-5-methylisoquinolin-4-carboxylic acid). The yield is 53.7%. As a reaction SMILES: C[O:2][C:3]1[C:12]2[C:7](=[C:8]([CH3:13])[CH:9]=[CH:10][CH:11]=2)[C:6]([C:14]([OH:16])=[O:15])=[CH:5][N:4]=1.O>Br>[OH:2][C:3]1[C:12]2[C:7](=[C:8]([CH3:13])[CH:9]=[CH:10][CH:11]=2)[C:6]([C:14]([OH:16])=[O:15])=[CH:5][N:4]=1. Procedure: A solution of 1-methoxy-5-methylisoquinolin-4-carboxylic acid (Intermediate-8) (1.2 g, 5.5 mmol) in HBr (48% aq. solution, 20 mL) was stirred at RT for 24 h. After completion (TLC), the reaction mixture was poured into water, filtered, washed with water (4×25 mL), and then dried to afford title compound (600 mg, 52%). The reactants are COC1=CC=C(COCC\C(=C/Cl)\COC(C2=CC=CC=C2)=O)C=C1 ((E)-4-(p-methoxybenzyloxy)-2-benzoyloxymethyl-1-chlorobut-1-ene), C(Cl)Cl (methylene chloride), ClC=1C(C(=C(C(C1Cl)=O)C#N)C#N)=O (2,3-dichloro-5,6-dicyano-1,4-benzoquinone). Solvent: O (water). Conditions: time 2 hour. The product is OCC\C(=C/Cl)\COC(C1=CC=CC=C1)=O ((E)-4-Hydroxy-2-benzoyloxymethyl-1-chlorobut-1-ene). RXN SMILES: COC1C=CC(C[O:8][CH2:9][CH2:10]/[C:11](/[CH2:14][O:15][C:16](=[O:23])[C:17]2[CH:22]=[CH:21][CH:20]=[CH:19][CH:18]=2)=[CH:12]\[Cl:13])=CC=1.C(Cl)Cl.ClC1C(=O)C(C#N)=C(C#N)C(=O)C=1Cl>O>[OH:8][CH2:9][CH2:10]/[C:11](/[CH2:14][O:15][C:16](=[O:23])[C:17]1[CH:18]=[CH:19][CH:20]=[CH:21][CH:22]=1)=[CH:12]\[Cl:13]. Procedure: Combine (E)-4-(p-methoxybenzyloxy)-2-benzoyloxymethyl-1-chlorobut-1-ene (1.02.6 g, 7.18 mmol) with methylene chloride (16 mL) and water (1 mL) and stir rapidly. Add 2,3-dichloro-5,6-dicyano-1,4-benzoquinone (1.79 gm, 7.90 mmol). After 2 hours, filter the reaction mixture, rinse the filter cake with methylene chloride (200 mL) and concentrate the filtrate in vacuo. Chromatograph on silica gel eluting with 1/2 ethyl acetate/hexane to give the title compound as an oil. Rf =0.25; silica gel, 1/2 eth... The reactants are ClC1=C(C=CC(=C1)Cl)N(C(=O)C1=CC=2CCOC3=C(C2S1)C=C(C=C3)C(=O)O)C (2-[(2,4-dichloro-phenyl)-methyl-carbamoyl]-4,5-dihydro-6-oxa-1-thia-benzo[e]azulene-9-carboxylic acid), CN1CCNCC1 (N-methylpiperazine). The product is ClC1=C(C=CC(=C1)Cl)N(C(=O)C1=CC2=C(C3=C(OCC2)C=CC(=C3)C(=O)N3CCN(CC3)C)S1)C (N-(2,4-dichlorophenyl)-N-methyl-9-(4-methylpiperazine-1-carbonyl)-4,5-dihydrobenzo[b]thieno[2,3-d]oxepine-2-carboxamide). As a reaction SMILES: [Cl:1][C:2]1[CH:7]=[C:6]([Cl:8])[CH:5]=[CH:4][C:3]=1[N:9]([CH3:29])[C:10]([C:12]1[S:21][C:20]2[C:19]3[CH:22]=[C:23]([C:26](O)=[O:27])[CH:24]=[CH:25][C:18]=3[O:17][CH2:16][CH2:15][C:14]=2[CH:13]=1)=[O:11].[CH3:30][N:31]1[CH2:36][CH2:35][NH:34][CH2:33][CH2:32]1>>[Cl:1][C:2]1[CH:7]=[C:6]([Cl:8])[CH:5]=[CH:4][C:3]=1[N:9]([CH3:29])[C:10]([C:12]1[S:21][C:20]2[C:19]3[CH:22]=[C:23]([C:26]([N:34]4[CH2:35][CH2:36][N:31]([CH3:30])[CH2:32][CH2:33]4)=[O:27])[CH:24]=[CH:25][C:18]=3[O:17][CH2:16][CH2:15][C:14]=2[CH:13]=1)=[O:11]. Procedure: 2-[(2,4-dichloro-phenyl)-methyl-carbamoyl]-4,5-dihydro-6-oxa-1-thia-benzo[e]azulene-9-carboxylic acid and N-methylpiperazine were reacted by General Procedure B to give 359. NMR: (CDCl3): 2.40 (3H, s, Me), 2.49-2.58 (4H, br m), 3.06-3.09 (2H, m), 3.38 (3H, s, Me), 3.49-3.90 (4H, br m), 4.26-4.29 (2H, m), 6.83 (1H, s, Ar), 7.02 (1H, d, J 8.2, Ar), 7.25 (1H, dd, J 8.3 and 1.9, Ar), 7.31 (1H, d, J 8.4, Ar), 7.37 (1H, dd, J 8.4 and 2.2, Ar) and 7.55-7.57 (2H, m, Ar). MS: (ESI+) MH+=530.13 The reactants are CCCCCCCCCCCCCCc1ccc(OCC2COC(C)(C)O2)c(CCCCCC)c1, Cl, C1CCOC1. The product is CCCCCCCCCCCCCCc1ccc(OCC(O)CO)c(CCCCCC)c1. As a reaction SMILES: [CH2:1]([CH2:2][CH2:3][CH2:4][CH2:5][CH3:6])[c:7]1[c:8]([O:9][CH2:10][CH:11]2[O:12][C:13]([CH3:16])([CH3:17])[O:14][CH2:15]2)[cH:18][cH:19][c:20]([CH2:22][CH2:23][CH2:24][CH2:25][CH2:26][CH2:27][CH2:28][CH2:29][CH2:30][CH2:31][CH2:32][CH2:33][CH2:34][CH3:35])[cH:21]1.[ClH:36].[O:37]1[CH2:38][CH2:39][CH2:40][CH2:41]1>>[CH2:1]([CH2:2][CH2:3][CH2:4][CH2:5][CH3:6])[c:7]1[c:8]([O:9][CH2:10][CH:11]([OH:12])[CH2:15][OH:14])[cH:18][cH:19][c:20]([CH2:22][CH2:23][CH2:24][CH2:25][CH2:26][CH2:27][CH2:28][CH2:29][CH2:30][CH2:31][CH2:32][CH2:33][CH2:34][CH3:35])[cH:21]1.